This data is from the Open Reaction Database (ORD), a public repository of structured organic reaction records. The task is: describe an organic reaction: reactants, conditions, products, and yield Procedure details: Using N-(4-methoxy-7-morpholin-4-yl-benzothiazol-2-yl)-4-ethylaminomethyl-benzamide and methoxy-acetyl chloride, the title compound was prepared as white solid (33% yield). MS: m/e=499(M+H+). Starting materials: COC1=CC=C(C2=C1N=C(S2)NC(C2=CC=C(C=C2)CNCC)=O)N2CCOCC2 (N-(4-methoxy-7-morpholin-4-yl-benzothiazol-2-yl)-4-ethylaminomethyl-benzamide), COCC(=O)Cl (methoxy-acetyl chloride). Yield: 33.0%. Yields the product solid, C(C)N(C(COC)=O)CC1=CC=C(C(=O)NC=2SC3=C(N2)C(=CC=C3N3CCOCC3)OC)C=C1 (4-[(Ethyl-methoxyacetyl-amino)-methyl]-N-(4-methoxy-7-morpholin-4-yl-benzothiazol-2-yl)-benzamide). RXN SMILES: [CH3:1][O:2][C:3]1[C:8]2[N:9]=[C:10]([NH:12][C:13](=[O:24])[C:14]3[CH:19]=[CH:18][C:17]([CH2:20][NH:21][CH2:22][CH3:23])=[CH:16][CH:15]=3)[S:11][C:7]=2[C:6]([N:25]2[CH2:30][CH2:29][O:28][CH2:27][CH2:26]2)=[CH:5][CH:4]=1.[CH3:31][O:32][CH2:33][C:34](Cl)=[O:35]>>[CH2:22]([N:21]([CH2:20][C:17]1[CH:18]=[CH:19][C:14]([C:13]([NH:12][C:10]2[S:11][C:7]3[C:6]([N:25]4[CH2:26][CH2:27][O:28][CH2:29][CH2:30]4)=[CH:5][CH:4]=[C:3]([O:2][CH3:1])[C:8]=3[N:9]=2)=[O:24])=[CH:15][CH:16]=1)[C:34](=[O:35])[CH2:33][O:32][CH3:31])[CH3:23]. The reactants are C(C)(C)(C)OC(=O)NCC1(C(C1)CC(C)C)C(=O)O (1-(tert-butoxycarbonylamino-methyl)-2-isobutyl-cyclopropanecarboxylic acid), C=1C=CC2=C(C1)N=NN2O (HOBt), CN1CCOCC1 (NMM), C(CCl)Cl (EDC). The solvent is C1CCOC1 (THF). Reaction conditions: temperature 0 celsius, time 3 hour. Product: C(C)(C)(C)OC(NCC1(C(C1)CC(C)C)C(N)=O)=O ((1-carbamoyl-2-isobutyl-cyclopropylmethyl)-carbamic acid tert-butyl ester). Yield: 67.4%. Reaction SMILES: [C:1]([O:5][C:6]([NH:8][CH2:9][C:10]1([C:17]([OH:19])=O)[CH2:12][CH:11]1[CH2:13][CH:14]([CH3:16])[CH3:15])=[O:7])([CH3:4])([CH3:3])[CH3:2].C1C=CC2N(O)N=[N:26]C=2C=1.CN1CCOCC1.C(Cl)CCl>C1COCC1>[C:1]([O:5][C:6](=[O:7])[NH:8][CH2:9][C:10]1([C:17](=[O:19])[NH2:26])[CH2:12][CH:11]1[CH2:13][CH:14]([CH3:16])[CH3:15])([CH3:4])([CH3:3])[CH3:2]. Procedure: To a solution of 1-(tert-butoxycarbonylamino-methyl)-2-isobutyl-cyclopropanecarboxylic acid (5.2 g, 19.2 mmol) in dry THF (190 mL) was added HOBt (2.85 g, 21.1 mmol), NMM (2.32 mL, 21.1 mmol) and EDC (4.0 g, 21.1 mmol) at 0° C. The reaction mixture was stirred at 0° C. for 3 hours and quenched with concentrated ammonium hydroxide (16 mL). The reaction mixture was stirred at room temperature overnight. Excess of solvent was removed in vacuo and the residue was dissolved in EtOAc (200 mL). The org... Starting materials: ClCCCl, CN(C)c1ccncc1, ClCCl, NC1CCN(C(c2ccccc2)c2ccccc2)C1=O, O=C(O)CC(c1ccccc1)c1ccccc1. The product is O=C(CC(c1ccccc1)c1ccccc1)NC1CCN(C(c2ccccc2)c2ccccc2)C1=O. Reaction SMILES: [CH2:38]([Cl:39])[CH2:40][Cl:41].[CH3:45][N:46]([c:47]1[cH:48][cH:49][n:50][cH:51][cH:52]1)[CH3:53].[Cl:42][CH2:43][Cl:44].[NH2:1][CH:2]1[C:3](=[O:20])[N:4]([CH:7]([c:8]2[cH:9][cH:10][cH:11][cH:12][cH:13]2)[c:14]2[cH:15][cH:16][cH:17][cH:18][cH:19]2)[CH2:5][CH2:6]1.[c:21]1([CH:27]([CH2:28][C:29](=[O:30])[OH:31])[c:32]2[cH:33][cH:34][cH:35][cH:36][cH:37]2)[cH:22][cH:23][cH:24][cH:25][cH:26]1>>[NH:1]([CH:2]1[C:3](=[O:20])[N:4]([CH:7]([c:8]2[cH:9][cH:10][cH:11][cH:12][cH:13]2)[c:14]2[cH:15][cH:16][cH:17][cH:18][cH:19]2)[CH2:5][CH2:6]1)[C:29]([CH2:28][CH:27]([c:21]1[cH:22][cH:23][cH:24][cH:25][cH:26]1)[c:32]1[cH:33][cH:34][cH:35][cH:36][cH:37]1)=[O:30]. Starting materials: CC(=O)O[BH-](OC(C)=O)OC(C)=O, O=C([O-])O, OCCNCc1ccccc1, CC#N, CC(=O)O, CC1COCCN1c1cnc(C=O)c(Cl)n1, [Na+], [Na+]. The product is CC1COCCN1c1cnc(CN(CCO)Cc2ccccc2)c(Cl)n1. Reaction SMILES: [C:1]([O:2][BH-:3]([O:4][C:5](=[O:6])[CH3:7])[O:8][C:9](=[O:10])[CH3:11])(=[O:12])[CH3:13].[C:42](=[O:43])([O-:44])[OH:45].[CH2:31]([c:32]1[cH:33][cH:34][cH:35][cH:36][cH:37]1)[NH:38][CH2:39][CH2:40][OH:41].[CH3:47][C:48]#[N:49].[CH3:50][C:51](=[O:52])[OH:53].[Cl:15][c:16]1[c:17]([CH:29]=[O:30])[n:18][cH:19][c:20]([N:22]2[CH:23]([CH3:28])[CH2:24][O:25][CH2:26][CH2:27]2)[n:21]1.[Na+:14].[Na+:46]>>[Cl:15][c:16]1[c:17]([CH2:29][N:38]([CH2:31][c:32]2[cH:33][cH:34][cH:35][cH:36][cH:37]2)[CH2:39][CH2:40][OH:41])[n:18][cH:19][c:20]([N:22]2[CH:23]([CH3:28])[CH2:24][O:25][CH2:26][CH2:27]2)[n:21]1.